Dataset: the Open Reaction Database (ORD), a public repository of structured organic reaction records. Task: describe an organic reaction: reactants, conditions, products, and yield As a reaction SMILES: [C:1]([OH:12])(=[O:11])[CH2:2][CH2:3][CH2:4][CH2:5][CH2:6][CH2:7][C:8]([OH:10])=[O:9].[C:13]([OH:22])(=[O:21])[C:14]1[C:15](=[CH:17][CH:18]=[CH:19][CH:20]=1)[OH:16].C(OC(=O)C)(=O)C>>[C:13]([O-:22])(=[O:21])[C:14]1[C:15](=[CH:17][CH:18]=[CH:19][CH:20]=1)[OH:16].[C:1]([O-:12])(=[O:11])[CH2:2][CH2:3][CH2:4][CH2:5][CH2:6][CH2:7][C:8]([O-:10])=[O:9] |f:3.4|. Product: C(C=1C(O)=CC=CC1)(=O)[O-].C(CCCCCCC(=O)[O-])(=O)[O-] (Salicylate Suberate). The reactants are C(CCCCCCC(=O)O)(=O)O (suberic acid), C(C=1C(O)=CC=CC1)(=O)O (salicylic acid), C(C)(=O)OC(C)=O (acetic anhydride). Reported procedure: The procedure described in Example 1, above, was used with suberic acid (315 g, 1.8 mol), salicylic acid (250 g, 1.8 mol) and 725 mL acetic anhydride. The reaction mixture formed a clear solution and then a clear melt and the final product was a light colored, transparent, slightly fluid glass which weighed 489 g. NMR spectra indicated very little acetate and no starting materials were present. Yields the product Br.C(CC1=CC=CC=C1)NC=1SC=C(N1)C1=CC=CC=C1 (2-phenethylamino-4-phenyl-thiazole hydrobromide). Solvent: C(C)O (ethanol). Reported procedure: N-phenethylthiourea (225 grams, 1.25 moles) and α-bromoacetophenone (250 grams, 1.25 moles, Aldrich Chem. Co.) in 1500 ml absolute ethanol were heated to reflux temperature for 21/2 hours under nitrogen. After reducing the solvent volume by 10%, the reaction mixture was cooled to room temperature and then to 0° C. in an ice bath. The solids were filtered off, redissolved in 2,500 ml of absolute ethanol and heated to reflux. The solvent volume was reduced to 2000 ml and the reaction mixture coole... Starting materials: C(CC1=CC=CC=C1)NC(=S)N (N-phenethylthiourea), BrCC(=O)C1=CC=CC=C1 (α-bromoacetophenone). Isolated yield 80.8%. Reaction SMILES: [CH2:1]([NH:9][C:10]([NH2:12])=[S:11])[CH2:2][C:3]1[CH:8]=[CH:7][CH:6]=[CH:5][CH:4]=1.[Br:13][CH2:14][C:15]([C:17]1[CH:22]=[CH:21][CH:20]=[CH:19][CH:18]=1)=O>C(O)C>[BrH:13].[CH2:1]([NH:9][C:10]1[S:11][CH:14]=[C:15]([C:17]2[CH:22]=[CH:21][CH:20]=[CH:19][CH:18]=2)[N:12]=1)[CH2:2][C:3]1[CH:8]=[CH:7][CH:6]=[CH:5][CH:4]=1 |f:3.4|.